Dataset: the Open Reaction Database (ORD), a public repository of structured organic reaction records. Task: describe an organic reaction: reactants, conditions, products, and yield The reactants are FC(S(=O)(=O)O)(F)F.C1=CC(=C2C=CC=C3C4=CC=CC=C4C1=C23)C=2C=C3C=CC=CC3=CC2 (6-(fluoranthene-3-yl)naphthalene trifluoromethane sulfonate), B(O)O (boronic acid), C(=O)([O-])[O-].[Na+].[Na+] (Na2CO3), C1(=CC=CC=C1)C (Toluene), C(OC)COC (Dimethoxyethane), C1(=CC=CC=C1)C (Toluene). The reagents and catalysts are C=1C=CC(=CC1)[P](C=2C=CC=CC2)(C=3C=CC=CC3)[Pd]([P](C=4C=CC=CC4)(C=5C=CC=CC5)C=6C=CC=CC6)([P](C=7C=CC=CC7)(C=8C=CC=CC8)C=9C=CC=CC9)[P](C=1C=CC=CC1)(C=1C=CC=CC1)C=1C=CC=CC1 (Pd(PPh3)4). Reaction conditions: temperature 85 celsius. Product: C(=C)C1=CC=C(C=C1)C=1C=C2C=CC(=CC2=CC1)C=1C=CC=2C3=CC=CC=C3C3=CC=CC1C23 (3-(6-(4-vinylphenyl)naphthalene-2-yl)fluoranthene). Reaction SMILES: FC(F)(F)S(O)(=O)=O.[CH:9]1[C:23]2=[C:24]3[C:16]([C:17]4[C:22]2=[CH:21][CH:20]=[CH:19][CH:18]=4)=[CH:15][CH:14]=[CH:13][C:12]3=[C:11]([C:25]2[CH:26]=[C:27]3[C:32](=[CH:33][CH:34]=2)[CH:31]=[CH:30][CH:29]=[CH:28]3)[CH:10]=1.B(O)O.[CH2:38](COC)OC.C([O-])([O-])=O.[Na+].[Na+].[C:50]1([CH3:56])[CH:55]=[CH:54][CH:53]=[CH:52][CH:51]=1>C1C=CC([P]([Pd]([P](C2C=CC=CC=2)(C2C=CC=CC=2)C2C=CC=CC=2)([P](C2C=CC=CC=2)(C2C=CC=CC=2)C2C=CC=CC=2)[P](C2C=CC=CC=2)(C2C=CC=CC=2)C2C=CC=CC=2)(C2C=CC=CC=2)C2C=CC=CC=2)=CC=1>[CH:56]([C:50]1[CH:55]=[CH:54][C:53]([C:30]2[CH:31]=[C:32]3[C:27](=[CH:28][CH:29]=2)[CH:26]=[C:25]([C:11]2[CH:10]=[CH:9][C:23]4[C:22]5[C:17]([C:16]6[C:24]=4[C:12]=2[CH:13]=[CH:14][CH:15]=6)=[CH:18][CH:19]=[CH:20][CH:21]=5)[CH:34]=[CH:33]3)=[CH:52][CH:51]=1)=[CH2:38] |f:0.1,4.5.6,^1:60,62,81,100|. Procedure details: 6-(fluoranthene-3-yl)naphthalene trifluoromethane sulfonate (0.16 g, 0.33 mmol), boronic acid (0.054 g, 0.36 mmol) and Pd(PPh3)4 (0.194 g, 0.17 mmol) were placed in a 2-neck RB flask and placed under nitrogen atmosphere. Toluene (25 mL) and Dimethoxyethane (25 mL) was then added to the reaction mixture followed by aq. Na2CO3 (2 M, 1.0 ml). The reaction mixture was refluxed at 85° C. for 24 h and diluted with Toluene and filtered through a celite bed. The combined organic extracts was evaporated ...